From a dataset of the Open Reaction Database (ORD), a public repository of structured organic reaction records. describe an organic reaction: reactants, conditions, products, and yield Starting materials: Brc1ccc2c(c1)Cc1cc(Br)ccc1-2, CSC(=S)SC, CC(C)(C)[O-], CI, CS(C)=O, [Na+]. RXN SMILES: [Br:7][c:8]1[cH:9][c:10]2[c:18]([cH:19][cH:20]1)-[c:17]1[c:12]([cH:13][c:14]([Br:21])[cH:15][cH:16]1)[CH2:11]2.[C:22]([S:23][CH3:24])([S:25][CH3:26])=[S:27].[CH3:1][C:2]([CH3:3])([O-:4])[CH3:5].[CH3:28][I:29].[CH3:30][S:31]([CH3:32])=[O:33].[Na+:6]>>[Br:7][c:8]1[cH:9][c:10]2[c:18]([cH:19][cH:20]1)-[c:17]1[c:12]([cH:13][c:14]([Br:21])[cH:15][cH:16]1)[C:11]2=[C:22]([S:23][CH3:24])[S:25][CH3:26]. Product: CSC(SC)=C1c2cc(Br)ccc2-c2ccc(Br)cc21.